Task: describe an organic reaction: reactants, conditions, products, and yield. Dataset: the Open Reaction Database (ORD), a public repository of structured organic reaction records The reactants are Intermediate 4, Cl (hydrogen chloride), C(CCC)C=1C=C2C=CC=NC2=C(C1)O[C@H]1CN(CC1)C(=O)OC(C)(C)C (1,1-dimethylethyl (3R)-3-[(6-butyl-8-quinolinyl)oxy]-1-pyrrolidinecarboxylate), C(CCC)C=1C=C2C=CC=NC2=C(C1)O[C@H]1CN(CC1)C(=O)OC(C)(C)C (1,1-dimethylethyl (3R)-3-[(6-butyl-8-quinolinyl)oxy]-1-pyrrolidinecarboxylate). Run in O1CCOCC1 (1,4-dioxane). Product: C(CCC)C=1C=C2C=CC=NC2=C(C1)O[C@H]1CNCC1 (6-Butyl-8-[(3R)-3-pyrrolidinyloxy]quinoline). Reaction SMILES: [CH2:1]([C:5]1[CH:6]=[C:7]2[C:12](=[C:13]([O:15][C@@H:16]3[CH2:20][CH2:19][N:18](C(OC(C)(C)C)=O)[CH2:17]3)[CH:14]=1)[N:11]=[CH:10][CH:9]=[CH:8]2)[CH2:2][CH2:3][CH3:4].Cl>O1CCOCC1>[CH2:1]([C:5]1[CH:6]=[C:7]2[C:12](=[C:13]([O:15][C@@H:16]3[CH2:20][CH2:19][NH:18][CH2:17]3)[CH:14]=1)[N:11]=[CH:10][CH:9]=[CH:8]2)[CH2:2][CH2:3][CH3:4]. Procedure details: This was prepared in an analogous manner to Intermediate 4, using 1,1-dimethylethyl (3R)-3-[(6-butyl-8-quinolinyl)oxy]-1-pyrrolidinecarboxylate (for example, as prepared for Intermediate 9) and 4 M hydrogen chloride in 1,4-dioxane instead of trifluoroacetic acid for 45 min. LCMS RT=2.46 min, ES+ve m/z 271 (M+H)+.